Dataset: the Open Reaction Database (ORD), a public repository of structured organic reaction records. Task: describe an organic reaction: reactants, conditions, products, and yield Reactants: C(C1=CC=CC=C1)OC1=C2C=CC=NC2=CC=C1C=O (5-(benzyloxy)quinoline-6-carbaldehyde), [BH4-].[Na+] (sodium borohydride). The solvent is CO (methanol). The product is C(C1=CC=CC=C1)OC1=C2C=CC=NC2=CC=C1CO ([5-(benzyloxy)quinolin-6-yl]methanol). RXN SMILES: [CH2:1]([O:8][C:9]1[C:18]([CH:19]=[O:20])=[CH:17][CH:16]=[C:15]2[C:10]=1[CH:11]=[CH:12][CH:13]=[N:14]2)[C:2]1[CH:7]=[CH:6][CH:5]=[CH:4][CH:3]=1.[BH4-].[Na+]>CO>[CH2:1]([O:8][C:9]1[C:18]([CH2:19][OH:20])=[CH:17][CH:16]=[C:15]2[C:10]=1[CH:11]=[CH:12][CH:13]=[N:14]2)[C:2]1[CH:7]=[CH:6][CH:5]=[CH:4][CH:3]=1 |f:1.2|. Reported procedure: Treatment of 5-(benzyloxy)quinoline-6-carbaldehyde with sodium borohydride in methanol following the procedure described for Example 4, step 1 provides [5-(benzyloxy)quinolin-6-yl]methanol. The reactants are ClB(Cl)Cl, COc1cccc(C#N)c1C, ClCCl. The product is Cc1c(O)cccc1C#N. As a reaction SMILES: [B:12]([Cl:13])([Cl:14])[Cl:15].[CH3:1][O:2][c:3]1[c:4]([CH3:11])[c:5]([C:6]#[N:7])[cH:8][cH:9][cH:10]1.[Cl:16][CH2:17][Cl:18]>>[OH:2][c:3]1[c:4]([CH3:11])[c:5]([C:6]#[N:7])[cH:8][cH:9][cH:10]1. Reactants: C(C)(=O)OCCCCCCCCCCCCC1=C(C(C(=C(C1=O)OC)OC)=O)C (6-(12-acetoxydodecyl)-2,3-dimethoxy-5-methyl-1,4-benzoquinone), Cl (hydrochloric acid), C(O)([O-])=O.[Na+] (sodium hydrogen carbonate). Solvent: CO (methanol). Conditions: time 12 hour. Product: OCCCCCCCCCCCCC1=C(C(C(=C(C1=O)OC)OC)=O)C (6-(12-hydroxydodecyl)-2,3-dimethoxy-5-methyl-1,4-benzoquinone). Yield: 96.3%. RXN SMILES: C([O:4][CH2:5][CH2:6][CH2:7][CH2:8][CH2:9][CH2:10][CH2:11][CH2:12][CH2:13][CH2:14][CH2:15][CH2:16][C:17]1[C:22](=[O:23])[C:21]([O:24][CH3:25])=[C:20]([O:26][CH3:27])[C:19](=[O:28])[C:18]=1[CH3:29])(=O)C.Cl.C(=O)([O-])O.[Na+]>CO>[OH:4][CH2:5][CH2:6][CH2:7][CH2:8][CH2:9][CH2:10][CH2:11][CH2:12][CH2:13][CH2:14][CH2:15][CH2:16][C:17]1[C:22](=[O:23])[C:21]([O:24][CH3:25])=[C:20]([O:26][CH3:27])[C:19](=[O:28])[C:18]=1[CH3:29] |f:2.3|. Procedure details: To a solution of 6-(12-acetoxydodecyl)-2,3-dimethoxy-5-methyl-1,4-benzoquinone (4.4 g) in methanol (200 ml) is added concentrated hydrochloric acid (0.1 ml) and the mixture is kept standing at room temperature for 12 hours. To the reaction mixture is added sodium hydrogen carbonate (0.2 g), and the solvent is distilled off. The residue is dissolved in dichloromethane and the insoluble materials are filtered off. Dichloromethane is distilled off to thereby leave crude crystals. Recrystallization ...